Dataset: the Open Reaction Database (ORD), a public repository of structured organic reaction records. Task: describe an organic reaction: reactants, conditions, products, and yield Run in N1=CC=CC=C1 (pyridine). RXN SMILES: [F:1][C:2]1[CH:7]=[CH:6][C:5]([CH2:8][CH2:9]N)=[CH:4][CH:3]=1.C[N:12](C1C=CC=CN=1)C.[CH3:20][O:21][C:22]1[CH:30]=[CH:29][C:28]([Cl:31])=[CH:27][C:23]=1[C:24](Cl)=[O:25].Cl>N1C=CC=CC=1>[F:1][C:2]1[CH:3]=[CH:4][C:5]([CH2:8][CH2:9][C:30]2[C:22]([O:21][CH3:20])=[C:23]([CH:27]=[C:28]([Cl:31])[CH:29]=2)[C:24]([NH2:12])=[O:25])=[CH:6][CH:7]=1. Procedure: 1.39 g (10.0 mmol) of 4-fluoro-β-phenylethylamine are dissolved in 40 ml of pyridine, treated with a spatula tipful of dimethylaminopyridine and with a solution of 2.15 g (10.5 mmol) of 2-methoxy-5-chlorobenzoyl chloride. The reaction mixture is poured into cold dilute hydrochloric acid, and the precipitated product is filtered off with suction and dried. 4-Fluoro-β-phenylethyl-(2-methoxy-5-chlorobenzamide) is obtained as colorless crystals of melting point 85° C. The benzamide thus obtained is ... The product is FC1=CC=C(C=C1)CCC=1C(=C(C(=O)N)C=C(C1)Cl)OC (4-Fluoro-β-phenylethyl-(2-methoxy-5-chlorobenzamide)). The reactants are Cl (hydrochloric acid), CN(C)C1=NC=CC=C1 (dimethylaminopyridine), COC1=C(C(=O)Cl)C=C(C=C1)Cl (2-methoxy-5-chlorobenzoyl chloride), FC1=CC=C(C=C1)CCN (4-fluoro-β-phenylethylamine).